The task is: describe an organic reaction: reactants, conditions, products, and yield. This data is from the Open Reaction Database (ORD), a public repository of structured organic reaction records. The reactants are C(CCCO)O (1,4-butane diol), BrCCC (bromopropane), [OH-].[Na+] (sodium hydroxide), C(C)C(=O)C (methyl ethyl ketone). The solvent is [Cl-].[Na+].O (brine). Run at temperature 130 celsius. Yields the product C(CC)OC(CCC)O (propoxybutanol). The yield is 46.5%. Reaction SMILES: [CH2:1](O)[CH2:2][CH2:3][CH2:4][OH:5].BrCCC.[OH-].[Na+].[CH2:13]([C:15](C)=[O:16])[CH3:14]>[Cl-].[Na+].O>[CH2:15]([O:16][CH:4]([OH:5])[CH2:3][CH2:2][CH3:1])[CH2:13][CH3:14] |f:2.3,5.6.7|. Procedure: "PPAE-2" was prepared from the alkylation of 1,4-butane diol (1.25 kg, 13.9 moles) with bromopropane (0.5 kg, 4.1 moles) by addition of 50 wt-% sodium hydroxide (1 kg, 12.6 moles NaOH) at 65° C. and heating at 130° C. for two hours. The reaction mixture was cooled and methyl ethyl ketone (0.5 kg) and a 10 wt-% brine solution (1.1 kg) was added. Top phase (1.57 kg) was further washed with an additional 10 wt-% brine solution (1.1 kg). Top phase (940 g) was vacuum distilled to yield propoxybutanol... Starting materials: C(C)(C)(C)OC(=O)N1CCN(CC1)C1=C2C(C(N(C2=CC=C1)CC1=CC(=CC=C1)F)=O)=O (4-[1-(3-Fluoro-benzyl)-2,3-dioxo-2,3-dihydro-1H-indol-4-yl]-piperazine-1-carboxylic acid tert-butyl ester), C[Li] (methyl lithium). Solvent: C1CCOC1 (THF). Run at temperature -78 celsius. Product: C(C)(C)(C)OC(=O)N1CCN(CC1)C1=C2C(C(N(C2=CC=C1)CC1=CC(=CC=C1)F)=O)(C)O (4-[1-(3-fluoro-benzyl)-3-hydroxy-3-methyl-2-oxo-2,3-dihydro-1H-indol-4-yl]-piperazine-1-carboxylic acid tert-butyl ester). As a reaction SMILES: [C:1]([O:5][C:6]([N:8]1[CH2:13][CH2:12][N:11]([C:14]2[CH:22]=[CH:21][CH:20]=[C:19]3[C:15]=2[C:16](=[O:32])[C:17](=[O:31])[N:18]3[CH2:23][C:24]2[CH:29]=[CH:28][CH:27]=[C:26]([F:30])[CH:25]=2)[CH2:10][CH2:9]1)=[O:7])([CH3:4])([CH3:3])[CH3:2].[CH3:33][Li]>C1COCC1>[C:1]([O:5][C:6]([N:8]1[CH2:13][CH2:12][N:11]([C:14]2[CH:22]=[CH:21][CH:20]=[C:19]3[C:15]=2[C:16]([OH:32])([CH3:33])[C:17](=[O:31])[N:18]3[CH2:23][C:24]2[CH:29]=[CH:28][CH:27]=[C:26]([F:30])[CH:25]=2)[CH2:10][CH2:9]1)=[O:7])([CH3:4])([CH3:2])[CH3:3]. Procedure details: 4-[1-(3-Fluoro-benzyl)-2,3-dioxo-2,3-dihydro-1H-indol-4-yl]-piperazine-1-carboxylic acid tert-butyl ester (330 mg) was dissolved in 4 mL of THF and cooled to −78° C. before adding 1.6 M methyl lithium in hexaness (800 uL). The solution was stirred and warmed to room temperature, then stirred for an hour at room temperature. The reaction was quenched by addition of water and extracted with ethyl acetate. The combined organic layers were dried over sodium sulfate and evaporated under reduced press...